This data is from the Open Reaction Database (ORD), a public repository of structured organic reaction records. The task is: describe an organic reaction: reactants, conditions, products, and yield Starting materials: [OH-].[Na+] (sodium hydroxide), Cl.NC1(CCCC1)C(=O)O (1-aminocyclopentane carboxylic acid hydrochloride), C(CCCC)(=O)Cl (valeroyl chloride). Reagents/catalysts: [Br-].C(CCC)[N+](CCCC)(CCCC)CCCC (Tetra butyl ammonium bromide). Solvent: C1(=CC=CC=C1)C (toluene), O (water). Conditions: temperature 0 celsius. The product is C(CCCC)(=O)NC1(CCCC1)C(=O)O (1-Valeramidocyclopentanecarboxylic acid). RXN SMILES: [OH-].[Na+].Cl.[NH2:4][C:5]1([C:10]([OH:12])=[O:11])[CH2:9][CH2:8][CH2:7][CH2:6]1.[C:13](Cl)(=[O:18])[CH2:14][CH2:15][CH2:16][CH3:17]>[Br-].C([N+](CCCC)(CCCC)CCCC)CCC.C1(C)C=CC=CC=1.O>[C:13]([NH:4][C:5]1([C:10]([OH:12])=[O:11])[CH2:9][CH2:8][CH2:7][CH2:6]1)(=[O:18])[CH2:14][CH2:15][CH2:16][CH3:17] |f:0.1,2.3,5.6|. Reported procedure: In a 3 necked 250 ml round bottom flask equipped with mechanical stirrer, was charged with sodium hydroxide solution (24.1 g dissolved in 100 ml water) and 1-aminocyclopentane carboxylic acid hydrochloride (25 g) and chilled to 0° C. under stirring. Tetra butyl ammonium bromide (0.25 g) was added to the reaction mixture followed by slow addition of a solution of valeroyl chloride (27.5 g) in toluene (20 ml) during one hour at 0-5° C. under stirring. The reaction mass was stirred for 1 hour at 0-...